describe an organic reaction: reactants, conditions, products, and yield From a dataset of the Open Reaction Database (ORD), a public repository of structured organic reaction records. Reactants: [C-]1(C=CC=C1)C(C(=O)O)(C)C.[CH-]1C=CC=C1.[Fe+2] (2-ferrocenyl-2-methylpropionic acid), P(Cl)(Cl)Cl (phosphorous trichloride). Reagents/catalysts: N1=CC=CC=C1 (pyridine). Run in C1=CC=CC=C1 (benzene). Reaction conditions: time 3 hour. The product is [C-]1(C=CC=C1)C(C(=O)Cl)(C)C.[CH-]1C=CC=C1.[Fe+2] (2-ferrocenyl-2-methylpropanoyl chloride). The yield is 85.0%. As a reaction SMILES: [C-:1]1([C:6]([CH3:11])([CH3:10])[C:7](O)=[O:8])[CH:5]=[CH:4][CH:3]=[CH:2]1.[CH-:12]1[CH:16]=[CH:15][CH:14]=[CH:13]1.[Fe+2:17].P(Cl)(Cl)[Cl:19]>N1C=CC=CC=1.C1C=CC=CC=1>[C-:1]1([C:6]([CH3:11])([CH3:10])[C:7]([Cl:19])=[O:8])[CH:5]=[CH:4][CH:3]=[CH:2]1.[CH-:12]1[CH:16]=[CH:15][CH:14]=[CH:13]1.[Fe+2:17] |f:0.1.2,6.7.8|. Procedure: To a solution of 2-ferrocenyl-2-methylpropionic acid (7.55 g) and pyridine (15 drops) in 500 cm3 of dry benzene was slowly added 25 cm3 of phosphorous trichloride. The resulting mixture was stirred for 3 h at 60° to 70° C. After this time the solution was decanted off and the solvent removed under vacuum. The red-brown viscous residue obtained was twice more evaporated from dry benzene to give 6.91 g (85%) of 2-ferrocenyl-2-methylpropanoyl chloride, a red brown solid, which was recrystallised fr... Reactants: COc1ccc2c(c1)C(=NO)c1c-2c(N2CCNCC2)nc2ccccc12, CN(C)CCCCl, COc1ccc2c(c1)C(=O)c1c-2c(N2CCNCC2)nc2ccccc12, ClCC1CO1, Cl. Yields the product COc1ccc2c(c1)C(=NOCCCN(C)C)c1c-2c(N2CCNCC2)nc2ccccc12. Reaction SMILES: [CH3:1][O:2][c:3]1[cH:4][c:5]2[c:23]([cH:24][cH:25]1)-[c:8]1[c:7]([c:16]3[c:11]([n:10][c:9]1[N:17]1[CH2:18][CH2:19][NH:20][CH2:21][CH2:22]1)[cH:12][cH:13][cH:14][cH:15]3)[C:6]2=[N:26][OH:27].[CH3:28][N:29]([CH2:30][CH2:31][CH2:32][Cl:33])[CH3:34].[CH3:36][O:37][c:38]1[cH:39][cH:40][c:41]2[c:56]([cH:57]1)[C:54](=[O:55])[c:53]1[c:42]-2[c:43]([N:44]2[CH2:45][CH2:46][NH:47][CH2:48][CH2:49]2)[n:50][c:51]2[c:52]1[cH:58][cH:59][cH:60][cH:61]2.[Cl:62][CH2:63][CH:64]1[O:65][CH2:66]1.[ClH:35]>>[CH3:1][O:2][c:3]1[cH:4][c:5]2[c:23]([cH:24][cH:25]1)-[c:8]1[c:7]([c:16]3[c:11]([n:10][c:9]1[N:17]1[CH2:18][CH2:19][NH:20][CH2:21][CH2:22]1)[cH:12][cH:13][cH:14][cH:15]3)[C:6]2=[N:26][O:27][CH2:32][CH2:31][CH2:30][N:29]([CH3:28])[CH3:34]. Starting materials: C[O-].[Na+] (sodium methoxide), CO (methanol), NC1=CC=C(O1)C(=O)OC (methyl 5-aminofuran-2-carboxylate), F[B-](F)(F)F.F[B-](F)(F)F.CN(C)C=C(C=[N+](C)C)C=[N+](C)C (2-[(dimethylamino)methylene]-1,3-bis(dimethyliminio)propane bis(tetrafluoroborate)salt), O (water). Run at temperature 23 celsius. Product: C(=O)C=1C=C2C(=NC1)OC(=C2)C(=O)N(C)C (5-Formyl-N,N-dimethylfuro[2,3-b]pyridine-2-carboxamide). Reaction SMILES: [CH3:1][O-:2].[Na+].[CH3:4][OH:5].[NH2:6][C:7]1O[C:10]([C:12](OC)=O)=[CH:9][CH:8]=1.F[B-](F)(F)F.F[B-](F)(F)F.[CH3:26][N:27]([CH:29]=[C:30](C=[N+](C)C)C=[N+](C)C)[CH3:28].[OH2:39]>>[CH:1]([C:8]1[CH:9]=[C:10]2[CH:12]=[C:30]([C:29]([N:27]([CH3:28])[CH3:26])=[O:39])[O:5][C:4]2=[N:6][CH:7]=1)=[O:2] |f:0.1,4.5.6|. Procedure details: A solution of sodium methoxide in methanol (30% w/w, 38 mL, 0.21 mol) was added to a mixture of methyl 5-aminofuran-2-carboxylate (15 g, 0.11 mol) and 2-[(dimethylamino)methylene]-1,3-bis(dimethyliminio)propane bis(tetrafluoroborate)salt (38 g, 0.11 mol) in an oven-dried sealed tube. The resulting mixture was heated at reflux for 1 h, then cooled to 23° C., and diluted carefully with water. The reaction mixture was concentrated and extracted with ethyl acetate. The organic layer was washed with ... The reactants are O=C1CCC(N2C(=O)c3cccc(OCc4ccc(CBr)cc4)c3C2=O)C(=O)N1, CCN(C(C)C)C(C)C, ClCCl, O=S(=O)(N1CCNCC1)C(F)(F)F, O. Yields the product O=C1CCC(N2C(=O)c3cccc(OCc4ccc(CN5CCN(S(=O)(=O)C(F)(F)F)CC5)cc4)c3C2=O)C(=O)N1. RXN SMILES: [Br:1][CH2:2][c:3]1[cH:4][cH:5][c:6]([CH2:7][O:8][c:9]2[c:10]3[c:14]([cH:15][cH:16][cH:17]2)[C:13](=[O:18])[N:12]([CH:19]2[C:20](=[O:26])[NH:21][C:22](=[O:25])[CH2:23][CH2:24]2)[C:11]3=[O:27])[cH:28][cH:29]1.[CH2:43]([N:44]([CH:45]([CH3:46])[CH3:47])[CH:48]([CH3:49])[CH3:50])[CH3:51].[Cl:52][CH2:53][Cl:54].[F:30][C:31]([S:32](=[O:33])(=[O:34])[N:35]1[CH2:36][CH2:37][NH:38][CH2:39][CH2:40]1)([F:41])[F:42].[OH2:55]>>[CH2:2]([c:3]1[cH:4][cH:5][c:6]([CH2:7][O:8][c:9]2[c:10]3[c:14]([cH:15][cH:16][cH:17]2)[C:13](=[O:18])[N:12]([CH:19]2[C:20](=[O:26])[NH:21][C:22](=[O:25])[CH2:23][CH2:24]2)[C:11]3=[O:27])[cH:28][cH:29]1)[N:38]1[CH2:37][CH2:36][N:35]([S:32]([C:31]([F:30])([F:41])[F:42])(=[O:33])=[O:34])[CH2:40][CH2:39]1. The reactants are FC1=CC2=C(OCCCC2=O)C=C1 (7-fluoro-3,4-dihydrobenzo[b]oxepin-5(2H)-one), BrBr (bromine). Solvent: CCOCC (ether). Run at time 20 hour. Yields the product BrC1C(C2=C(OCC1)C=CC(=C2)F)=O (4-bromo-7-fluoro-3,4-dihydrobenzo[b]oxepin-5(2H)-one). RXN SMILES: [F:1][C:2]1[CH:13]=[CH:12][C:5]2[O:6][CH2:7][CH2:8][CH2:9][C:10](=[O:11])[C:4]=2[CH:3]=1.[Br:14]Br>CCOCC>[Br:14][CH:9]1[CH2:8][CH2:7][O:6][C:5]2[CH:12]=[CH:13][C:2]([F:1])=[CH:3][C:4]=2[C:10]1=[O:11]. Reported procedure: Dissolved 7-fluoro-3,4-dihydrobenzo[b]oxepin-5(2H)-one (1.58 g, 8.77 mmol) in 80 mL ether and added bromine (0.497 mL, 9.65 mmol) and allowed the reaction mixture to stir at room temperature 20 hours. Reaction was complete by LCMS. Concentrated the reaction in vacuo and purified by flash chromatography (0 to 30% ethyl acetate/heptanes). Concentrated in vacuo and NMR indicated 4-bromo-7-fluoro-3,4-dihydrobenzo[b]oxepin-5(2H)-one.